This data is from the Open Reaction Database (ORD), a public repository of structured organic reaction records. The task is: describe an organic reaction: reactants, conditions, products, and yield The reactants are COCCCn1c(C2CCCN(C(=O)CC(Cc3ccc(N4CCN(C(C)=O)CC4)cc3)NC(=O)OC(C)(C)C)C2)nc2ccccc21, ClCCl. The product is COCCCn1c(C2CCCN(C(=O)CC(N)Cc3ccc(N4CCN(C(C)=O)CC4)cc3)C2)nc2ccccc21. RXN SMILES: [C:1]([CH3:2])(=[O:3])[N:4]1[CH2:5][CH2:6][N:7]([c:10]2[cH:11][cH:12][c:13]([CH2:16][CH:17]([CH2:18][C:19](=[O:20])[N:21]3[CH2:22][CH:23]([c:27]4[n:28][c:29]5[c:30]([n:31]4[CH2:32][CH2:33][CH2:34][O:35][CH3:36])[cH:37][cH:38][cH:39][cH:40]5)[CH2:24][CH2:25][CH2:26]3)[NH:41][C:42](=[O:43])[O:44][C:45]([CH3:46])([CH3:47])[CH3:48])[cH:14][cH:15]2)[CH2:8][CH2:9]1.[Cl:49][CH2:50][Cl:51]>>[C:1]([CH3:2])(=[O:3])[N:4]1[CH2:5][CH2:6][N:7]([c:10]2[cH:11][cH:12][c:13]([CH2:16][CH:17]([CH2:18][C:19](=[O:20])[N:21]3[CH2:22][CH:23]([c:27]4[n:28][c:29]5[c:30]([n:31]4[CH2:32][CH2:33][CH2:34][O:35][CH3:36])[cH:37][cH:38][cH:39][cH:40]5)[CH2:24][CH2:25][CH2:26]3)[NH2:41])[cH:14][cH:15]2)[CH2:8][CH2:9]1.